From a dataset of the Open Reaction Database (ORD), a public repository of structured organic reaction records. describe an organic reaction: reactants, conditions, products, and yield Starting materials: [Br-], CC(c1ccc(Br)cc1)N1CCC(CCC=O)(c2ccc(F)cc2)OC1=O, C1CCOC1, C[Mg+]. Yields the product CC(O)CCC1(c2ccc(F)cc2)CCN(C(C)c2ccc(Br)cc2)C(=O)O1. Reaction SMILES: [Br-:28].[Br:1][c:2]1[cH:3][cH:4][c:5]([CH:8]([CH3:9])[N:10]2[C:11](=[O:27])[O:12][C:13]([c:16]3[cH:17][cH:18][c:19]([F:22])[cH:20][cH:21]3)([CH2:23][CH2:24][CH:25]=[O:26])[CH2:14][CH2:15]2)[cH:6][cH:7]1.[CH2:31]1[O:32][CH2:33][CH2:34][CH2:35]1.[CH3:29][Mg+:30]>>[Br:1][c:2]1[cH:3][cH:4][c:5]([CH:8]([CH3:9])[N:10]2[C:11](=[O:27])[O:12][C:13]([c:16]3[cH:17][cH:18][c:19]([F:22])[cH:20][cH:21]3)([CH2:23][CH2:24][CH:25]([OH:26])[CH3:29])[CH2:14][CH2:15]2)[cH:6][cH:7]1. Reactants: C(C(=O)Cl)(=O)Cl (oxalyl chloride), FC1=C(C(=O)O)C=CC=N1 (2-fluoronicotinic acid). The reagents and catalysts are CN(C)C=O (DMF). Run in C1CCOC1 (THF). Product: FC1=C(C(=O)Cl)C=CC=N1 (2-fluoronicotinoyl chloride). Reaction SMILES: [F:1][C:2]1[N:10]=[CH:9][CH:8]=[CH:7][C:3]=1[C:4](O)=[O:5].C(Cl)(=O)C([Cl:14])=O>C1COCC1.CN(C=O)C>[F:1][C:2]1[N:10]=[CH:9][CH:8]=[CH:7][C:3]=1[C:4]([Cl:14])=[O:5]. Reported procedure: A homogeneous mixture of 2-fluoronicotinic acid (Aldrich, 0.45 g, 3.2 mmol), in anhydrous THF (12 mL), was treated with oxalyl chloride (0.56 mL, 6.4 mmol) followed by anhydrous DMF (2 drops). After heating at reflux for 1.5 hours, the reaction mixture was concentrated in vacuo to afford 2-fluoronicotinoyl chloride as a residue which was used without further purification. The residue was dissolved in anhydrous THF (8 mL), anhydrous DCM (2 mL), pyridine (1 mL) and DMF (to a total volume of 16 mL)... The reactants are CCOC(=O)CBr, CC(C)=O, [K+], [K+], O=C([O-])[O-], CC(=O)Nc1cccc(O)c1. Yields the product CCOC(=O)COc1cccc(NC(C)=O)c1. RXN SMILES: [Br:18][CH2:19][C:20](=[O:21])[O:22][CH2:23][CH3:24].[CH3:25][C:26](=[O:27])[CH3:28].[K+:12].[K+:13].[O-:14][C:15]([O-:16])=[O:17].[OH:1][c:2]1[cH:3][c:4]([NH:8][C:9]([CH3:10])=[O:11])[cH:5][cH:6][cH:7]1>>[O:1]([c:2]1[cH:3][c:4]([NH:8][C:9]([CH3:10])=[O:11])[cH:5][cH:6][cH:7]1)[CH2:19][C:20](=[O:21])[O:22][CH2:23][CH3:24]. The reactants are BrC1=C(C=O)C(=CC(=C1)F)Br (2,6-Dibromo-4-fluorobenzaldehyde), C(C)(C)(C)C=1C=C2C=NNC(C2=C(C1)F)=O (6-tert-Butyl-8-fluorophthalazin-1(2H)-one), CC(=O)[O-].[K+] (KOAc), COC1=CC=NC2=C3N=CC=C(C3=CC=C12)OC (4,7-dimethoxy-1,10-phenanthroline). Reagents/catalysts: [Cu]I (CuI). The solvent is O1CCOCC1 (dioxane). Run at time 10 hour. Yields the product BrC1=C(C=O)C(=CC(=C1)F)N1C(C2=C(C=C(C=C2C=N1)C(C)(C)C)F)=O (2-Bromo-6-(6-tert-butyl-8-fluoro-1-oxophthalazin-2(1H)-yl)-4-fluorobenzaldehyde). Isolated yield 30.0%. As a reaction SMILES: Br[C:2]1[CH:9]=[C:8]([F:10])[CH:7]=[C:6]([Br:11])[C:3]=1[CH:4]=[O:5].[C:12]([C:16]1[CH:17]=[C:18]2[C:23](=[C:24]([F:26])[CH:25]=1)[C:22](=[O:27])[NH:21][N:20]=[CH:19]2)([CH3:15])([CH3:14])[CH3:13].CC([O-])=O.[K+].COC1C2C(=C3C(=CC=2)C(OC)=CC=N3)N=CC=1>O1CCOCC1.[Cu]I>[Br:11][C:6]1[CH:7]=[C:8]([F:10])[CH:9]=[C:2]([N:21]2[N:20]=[CH:19][C:18]3[C:23](=[C:24]([F:26])[CH:25]=[C:16]([C:12]([CH3:13])([CH3:15])[CH3:14])[CH:17]=3)[C:22]2=[O:27])[C:3]=1[CH:4]=[O:5] |f:2.3|. Reported procedure: To a solution of 102a (767 mg, 2.72 mmol), 6-tert-butyl-8-fluorophthalazin-1(2H)-one 101h (300 mg, 1.36 mmol) in dioxane (50 mL) was added KOAc (267 mg, 2.72 mmol), CuI (259 mg, 1.36 mmol), and 4,7-dimethoxy-1,10-phenanthroline (327 mg, 1.36 mmol). After bubbling nitrogen through the resulting solution for 30 min, the mixture was stirred at 90 degree for 10 h. It was allowed to cool down to room temperature and H2O (100 mL) was added. The aqueous layer was separated and extracted with ethyl acet... Reactants: COC(CN1CCC=2C(=NN(C2CC1)CC1=CC=CC=C1)C1=CC=C(C=C1)Cl)=O ([1-Benzyl-3-(4-chloro-phenyl)-4,5,7,8-tetrahydro-1H-1,2,6-triaza-azulen-6-yl]-acetic acid methyl ester), [H-].[Al+3].[Li+].[H-].[H-].[H-] (lithium aluminum hydride). Solvent: C1CCOC1 (THF). Conditions: time 16 hour. The product is C(C1=CC=CC=C1)N1N=C(C=2CCN(CCC12)CCO)C1=CC=C(C=C1)Cl (2-[1-Benzyl-3-(4-chloro-phenyl)-4,5,7,8-tetrahydro-1H-1,2,6-triaza-azulen-6-yl]-ethanol). The yield is 33.5%. RXN SMILES: C[O:2][C:3](=O)[CH2:4][N:5]1[CH2:14][CH2:13][C:12]2[N:11]([CH2:15][C:16]3[CH:21]=[CH:20][CH:19]=[CH:18][CH:17]=3)[N:10]=[C:9]([C:22]3[CH:27]=[CH:26][C:25]([Cl:28])=[CH:24][CH:23]=3)[C:8]=2[CH2:7][CH2:6]1.[H-].[Al+3].[Li+].[H-].[H-].[H-]>C1COCC1>[CH2:15]([N:11]1[C:12]2[CH2:13][CH2:14][N:5]([CH2:4][CH2:3][OH:2])[CH2:6][CH2:7][C:8]=2[C:9]([C:22]2[CH:27]=[CH:26][C:25]([Cl:28])=[CH:24][CH:23]=2)=[N:10]1)[C:16]1[CH:21]=[CH:20][CH:19]=[CH:18][CH:17]=1 |f:1.2.3.4.5.6|. Reported procedure: To a solution of [1-benzyl-3-(4-chloro-phenyl)-4,5,7,8-tetrahydro-1H-1,2,6-triaza-azulen-6-yl]-acetic acid methyl ester (Example 170, 16 mg) in THF (1 mL) was added lithium aluminum hydride (100 mg). The mixture was stirred at RT for 16 h. The reaction was quenched by the addition of H2O (0.1 mL). Concentration and purification (SiO2, 2 M NH3 in MeOH/CH2Cl2) provided the title compound (5 mg). MS (ESI): exact mass calculated for C22H24ClN3O, 381.16. found, m/z 382.1 [M+H]+. 1H NMR (500 MHz, CDCl... Starting materials: CI, COc1ccc(S(=O)(=O)C2(CCCC#Cc3ccc(Cl)cc3)SC(=O)NC2=O)cc1, [H-], [Na+], CN(C)C=O. The product is COc1ccc(S(=O)(=O)C2(CCCC#Cc3ccc(Cl)cc3)SC(=O)N(C)C2=O)cc1. As a reaction SMILES: [CH3:33][I:34].[Cl:1][c:2]1[cH:3][cH:4][c:5]([C:8]#[C:9][CH2:10][CH2:11][CH2:12][C:13]2([S:20](=[O:21])(=[O:22])[c:23]3[cH:24][cH:25][c:26]([O:29][CH3:30])[cH:27][cH:28]3)[C:14](=[O:19])[NH:15][C:16](=[O:18])[S:17]2)[cH:6][cH:7]1.[H-:31].[Na+:32].[O:35]=[CH:36][N:37]([CH3:38])[CH3:39]>>[Cl:1][c:2]1[cH:3][cH:4][c:5]([C:8]#[C:9][CH2:10][CH2:11][CH2:12][C:13]2([S:20](=[O:21])(=[O:22])[c:23]3[cH:24][cH:25][c:26]([O:29][CH3:30])[cH:27][cH:28]3)[C:14](=[O:19])[N:15]([CH3:33])[C:16](=[O:18])[S:17]2)[cH:6][cH:7]1. Reactants: CC1=C(C(N(CN1C1=CC(=CC=C1)C(F)(F)F)CC=O)=O)C1=CC=NN1C1=CC=C(C#N)C=C1 (4-[5-[6-methyl-4-oxo-3-(2-oxoethyl)-1-(3-trifluoromethylphenyl)-1,2,3,4-tetrahydropyrimidin-5-yl]-1H-pyrazol-1-yl]benzonitrile), N (ammonia), C(C)(=O)O[BH-](OC(C)=O)OC(C)=O.[Na+] (sodium triacetoxyborohydride), C(C)(C)N(CC)C(C)C (diisopropylethyl amine), C(C)(=O)OC(C)=O (acetic anhydride). Run in O1CCCC1 (tetrahydrofuran), C(C)(=O)O (acetic acid), O (water). Conditions: time 2 hour. The product is C(#N)C1=CC=C(C=C1)N1N=CC=C1C1=C(N(C(N(C1=O)CCNC(C)=O)=O)C1=CC(=CC=C1)C(F)(F)F)C (N-[2-[5-[1-(4-cyanophenyl)-1H-pyrazol-5-yl]-4-methyl-2,6-dioxo-3-(3-trifluoromethylphenyl)-2,3-dihydropyrimidin-1(6H)-yl]ethyl]acetamide). As a reaction SMILES: [CH3:1][C:2]1[N:7]([C:8]2[CH:13]=[CH:12][CH:11]=[C:10]([C:14]([F:17])([F:16])[F:15])[CH:9]=2)[CH2:6][N:5](CC=O)[C:4](=[O:21])[C:3]=1[C:22]1[N:26]([C:27]2[CH:34]=[CH:33][C:30]([C:31]#[N:32])=[CH:29][CH:28]=2)[N:25]=[CH:24][CH:23]=1.N.C(O[BH-](O[C:46](=[O:48])[CH3:47])OC(=O)C)(=O)C.[Na+].[CH:50]([N:53](C(C)C)CC)(C)[CH3:51].C(OC(=O)C)(=[O:61])C>O1CCCC1.O.C(O)(=O)C>[C:31]([C:30]1[CH:29]=[CH:28][C:27]([N:26]2[C:22]([C:3]3[C:4](=[O:21])[N:5]([CH2:51][CH2:50][NH:53][C:46](=[O:48])[CH3:47])[C:6](=[O:61])[N:7]([C:8]4[CH:13]=[CH:12][CH:11]=[C:10]([C:14]([F:16])([F:17])[F:15])[CH:9]=4)[C:2]=3[CH3:1])=[CH:23][CH:24]=[N:25]2)=[CH:34][CH:33]=1)#[N:32] |f:2.3|. Procedure details: To a solution of 4-[5-[6-methyl-4-oxo-3-(2-oxoethyl)-1-(3-trifluoromethylphenyl)-1,2,3,4-tetrahydropyrimidin-5-yl]-1H-pyrazol-1-yl]benzonitrile (prepared in Example 68) (18.0 mg), ammonia (0.4 ml: 0.5 N tetrahydrofuran solution) and acetic acid (4 μl) in tetrahydrofuran (1.0 ml) was added sodium triacetoxyborohydride (11.9 mg) and the resulting mixture was stirred at room temperature for two hours. To the reaction mixture were added diisopropylethyl amine (48 μl) and acetic anhydride (78 μl) and... Reaction SMILES: [CH3:18][c:19]1[cH:20][cH:21][c:22]([CH2:25][Cl:26])[n:23][cH:24]1.[CH3:1][CH:2]1[O:3][c:4]2[c:5]([cH:6][c:7]3[c:8]([n:9][c:10]([SH:12])[nH:11]3)[cH:13]2)[O:14]1.[ClH:17].[Na+:16].[OH-:15].[OH2:27]>>[CH3:1][CH:2]1[O:3][c:4]2[c:5]([cH:6][c:7]3[c:8]([nH:9][c:10]([S:12][CH2:25][c:22]4[cH:21][cH:20][c:19]([CH3:18])[cH:24][n:23]4)[n:11]3)[cH:13]2)[O:14]1. Product: Cc1ccc(CSc2nc3cc4c(cc3[nH]2)OC(C)O4)nc1. Reactants: Cc1ccc(CCl)nc1, CC1Oc2cc3nc(S)[nH]c3cc2O1, Cl, [Na+], [OH-], O.